Dataset: the Open Reaction Database (ORD), a public repository of structured organic reaction records. Task: describe an organic reaction: reactants, conditions, products, and yield Reactants: CCOC(=O)C(OC(C)C)C(O)c1ccc(OCCc2nc(C(C)(C)C)oc2C)c2ccsc12, CC[SiH](CC)CC, O=C(O)C(F)(F)F. Product: CCOC(=O)C(Cc1ccc(OCCc2nc(C(C)(C)C)oc2C)c2ccsc12)OC(C)C. Reaction SMILES: [CH2:1]([CH3:2])[O:3][C:4]([CH:5]([CH:6]([OH:7])[c:8]1[cH:9][cH:10][c:11]([O:17][CH2:18][CH2:19][c:20]2[n:21][c:22]([C:26]([CH3:27])([CH3:28])[CH3:29])[o:23][c:24]2[CH3:25])[c:12]2[c:13]1[s:14][cH:15][cH:16]2)[O:30][CH:31]([CH3:32])[CH3:33])=[O:34].[CH2:35]([SiH:36]([CH2:37][CH3:38])[CH2:39][CH3:40])[CH3:41].[OH:42][C:43]([C:44]([F:45])([F:46])[F:47])=[O:48]>>[CH2:1]([CH3:2])[O:3][C:4]([CH:5]([CH2:6][c:8]1[cH:9][cH:10][c:11]([O:17][CH2:18][CH2:19][c:20]2[n:21][c:22]([C:26]([CH3:27])([CH3:28])[CH3:29])[o:23][c:24]2[CH3:25])[c:12]2[c:13]1[s:14][cH:15][cH:16]2)[O:30][CH:31]([CH3:32])[CH3:33])=[O:34]. Starting materials: S(=O)(=O)([O-])[O-].[Na+].[Na+] (sodium sulfate), C(C)(=O)OC(C)=O (acetic anhydride), N1=CC=CC=C1 (pyridine), C(C)C(CN(CCCCCCO)C1=CC=CC=C1)CCCC (6-((2-ethylhexyl)(phenyl)amino)hexan-1-ol). Solvent: ClCCl (dichloromethane), ClCCl (dichloromethane), O (water). The product is C(C)(=O)OCCCCCCN(C1=CC=CC=C1)CC(CCCC)CC (6-((2-ethylhexyl)(phenyl)amino)hexyl acetate). Isolated yield 93.8%. As a reaction SMILES: [CH2:1]([CH:3]([CH2:19][CH2:20][CH2:21][CH3:22])[CH2:4][N:5]([C:13]1[CH:18]=[CH:17][CH:16]=[CH:15][CH:14]=1)[CH2:6][CH2:7][CH2:8][CH2:9][CH2:10][CH2:11][OH:12])[CH3:2].[C:23](OC(=O)C)(=[O:25])[CH3:24].N1C=CC=CC=1.S([O-])([O-])(=O)=O.[Na+].[Na+]>ClCCl.O>[C:23]([O:12][CH2:11][CH2:10][CH2:9][CH2:8][CH2:7][CH2:6][N:5]([CH2:4][CH:3]([CH2:1][CH3:2])[CH2:19][CH2:20][CH2:21][CH3:22])[C:13]1[CH:18]=[CH:17][CH:16]=[CH:15][CH:14]=1)(=[O:25])[CH3:24] |f:3.4.5|. Procedure: 6-((2-ethylhexyl)(phenyl)amino)hexan-1-ol (8.0 g, 0.023 mol) and dichloromethane (100 ml) were loaded into a three-neck flask, stirred, and added with acetic anhydride (2.8 g, 0.028 mol) and pyridine (3.0 g, 0.038 mol). The mixture was allowed to react at 40° C. for 12 hours with stirring. The reaction product was transferred into a separate funnel, and was then added with water and dichloromethane, after which the organic layer was isolated therefrom, dehydrated using sodium sulfate, and then d... The reactants are CC(=O)O[BH-](OC(C)=O)OC(C)=O, O=C([O-])O, CCO, CC(=O)O, Cl, CC(C)N(C(=O)c1cc2c(cc1C(F)(F)F)OC(C)(C)C(=O)N2CCNC(=O)C(F)F)C1CCC(CC=O)N(C(=O)OC(C)(C)C)C1, NCC(F)(F)F, [Na+], [Na+]. The product is CC(C)N(C(=O)c1cc2c(cc1C(F)(F)F)OC(C)(C)C(=O)N2CCNC(=O)C(F)F)C1CCC(CCNCC(F)(F)F)N(C(=O)OC(C)(C)C)C1. RXN SMILES: [C:55]([O:56][BH-:57]([O:58][C:59](=[O:60])[CH3:61])[O:62][C:63](=[O:64])[CH3:65])(=[O:66])[CH3:67].[C:69](=[O:70])([O-:71])[OH:72].[CH3:74][CH2:75][OH:76].[CH3:77][C:78](=[O:79])[OH:80].[ClH:48].[F:1][CH:2]([C:3](=[O:4])[NH:5][CH2:6][CH2:7][N:8]1[C:9](=[O:46])[C:10]([CH3:44])([CH3:45])[O:11][c:12]2[c:13]1[cH:14][c:15]([C:22](=[O:23])[N:24]([CH:25]1[CH2:26][CH2:27][CH:28]([CH2:38][CH:39]=[O:40])[N:29]([C:31](=[O:32])[O:33][C:34]([CH3:35])([CH3:36])[CH3:37])[CH2:30]1)[CH:41]([CH3:42])[CH3:43])[c:16]([C:18]([F:19])([F:20])[F:21])[cH:17]2)[F:47].[F:49][C:50]([CH2:51][NH2:52])([F:53])[F:54].[Na+:68].[Na+:73]>>[F:1][CH:2]([C:3](=[O:4])[NH:5][CH2:6][CH2:7][N:8]1[C:9](=[O:46])[C:10]([CH3:44])([CH3:45])[O:11][c:12]2[c:13]1[cH:14][c:15]([C:22](=[O:23])[N:24]([CH:25]1[CH2:26][CH2:27][CH:28]([CH2:38][CH2:39][NH:52][CH2:51][C:50]([F:49])([F:53])[F:54])[N:29]([C:31](=[O:32])[O:33][C:34]([CH3:35])([CH3:36])[CH3:37])[CH2:30]1)[CH:41]([CH3:42])[CH3:43])[c:16]([C:18]([F:19])([F:20])[F:21])[cH:17]2)[F:47]. Starting materials: CC(=O)O, CN1CCC(=O)CC1, COc1ccc2c(c1)cc1n2CCC1, [NH4+], [OH-], O. The product is COc1ccc2c(c1)c(C1=CCN(C)CC1)c1n2CCC1. RXN SMILES: [C:26]([OH:27])(=[O:28])[CH3:29].[CH3:15][N:16]1[CH2:17][CH2:18][C:19](=[O:22])[CH2:20][CH2:21]1.[CH3:1][O:2][c:3]1[cH:4][c:5]2[cH:6][c:7]3[n:8]([c:9]2[cH:10][cH:11]1)[CH2:12][CH2:13][CH2:14]3.[NH4+:23].[OH-:24].[OH2:25]>>[CH3:1][O:2][c:3]1[cH:4][c:5]2[c:6]([C:19]3=[CH:18][CH2:17][N:16]([CH3:15])[CH2:21][CH2:20]3)[c:7]3[n:8]([c:9]2[cH:10][cH:11]1)[CH2:12][CH2:13][CH2:14]3.